This data is from the Open Reaction Database (ORD), a public repository of structured organic reaction records. The task is: describe an organic reaction: reactants, conditions, products, and yield Reactants: BrC(C1=CC=C2C(=CC(=NC2=C1)C#N)C1=CC=CC=C1)Br (7-(dibromomethyl)-4-phenylquinoline-2-carbonitrile), O1CCOCC1 (1,4-dioxane). Reagents/catalysts: [N+](=O)([O-])[O-].[Ag+] (silver nitrate). The solvent is CCOC(=O)C (EtOAc), O (water). Conditions: time 1 hour. Product: C(=O)C1=CC=C2C(=CC(=NC2=C1)C#N)C1=CC=CC=C1 (7-formyl-4-phenylquinoline-2-carbonitrile). RXN SMILES: Br[CH:2](Br)[C:3]1[CH:12]=[C:11]2[C:6]([C:7]([C:15]3[CH:20]=[CH:19][CH:18]=[CH:17][CH:16]=3)=[CH:8][C:9]([C:13]#[N:14])=[N:10]2)=[CH:5][CH:4]=1.[O:22]1CCOCC1>O.CCOC(C)=O.[N+]([O-])([O-])=O.[Ag+]>[CH:2]([C:3]1[CH:12]=[C:11]2[C:6]([C:7]([C:15]3[CH:20]=[CH:19][CH:18]=[CH:17][CH:16]=3)=[CH:8][C:9]([C:13]#[N:14])=[N:10]2)=[CH:5][CH:4]=1)=[O:22] |f:4.5|. Procedure details: To a solution of 7-(dibromomethyl)-4-phenylquinoline-2-carbonitrile (2.02 g, 4.81 mmol) in 1,4-dioxane (75 mL) was added a solution of silver nitrate (3.27 g, 19.24 mmol) in 30 mL of water, and the reaction mixture stirred 1 h at reflux. After cooling to rt, the mixture was diluted with EtOAc and filtered. The solid was washed with EtOAc and the organic phases combined. The filtrate was washed twice with water and the combined aqueous layers were back-extracted twice with EtOAc. The combined org... Starting materials: N[C@@H]1[C@@H](CCCC1)NC(C1=C(C=C(C=C1C(F)(F)F)C(F)(F)F)OC)=O (cis-N-(2-Amino-cyclohexyl)-2-methoxy-4,6-bis-trifluoromethyl-benzamide), N[C@@H]1[C@@H](CCCC1)NC(C1=C(C=C(C=C1C(F)(F)F)C(F)(F)F)OC)=O (cis-N-(2-Amino-cyclohexyl)-2-methoxy-4,6-bis-trifluoromethyl-benzamide), C(C)(C)(C)OC(=O)N1CCC(CC1)=O (N-tert-butoxycarbonyl-4-piperidone). Product: C(C)(C)(C)OC(=O)N1CCC(CC1)N[C@H]1[C@H](CCCC1)NC(C1=C(C=C(C=C1C(F)(F)F)C(F)(F)F)OC)=O (cis-4-[2-(2-Methoxy-4,6-bis-trifluoromethyl-benzoylamino)-cyclohexylamino]-piperidine-1-carboxylic acid tert-butyl ester). Reaction SMILES: [NH2:1][C@H:2]1[CH2:7][CH2:6][CH2:5][CH2:4][C@H:3]1[NH:8][C:9](=[O:26])[C:10]1[C:15]([C:16]([F:19])([F:18])[F:17])=[CH:14][C:13]([C:20]([F:23])([F:22])[F:21])=[CH:12][C:11]=1[O:24][CH3:25].[C:27]([O:31][C:32]([N:34]1[CH2:39][CH2:38][C:37](=O)[CH2:36][CH2:35]1)=[O:33])([CH3:30])([CH3:29])[CH3:28]>>[C:27]([O:31][C:32]([N:34]1[CH2:39][CH2:38][CH:37]([NH:1][C@@H:2]2[CH2:7][CH2:6][CH2:5][CH2:4][C@@H:3]2[NH:8][C:9](=[O:26])[C:10]2[C:15]([C:16]([F:19])([F:18])[F:17])=[CH:14][C:13]([C:20]([F:21])([F:22])[F:23])=[CH:12][C:11]=2[O:24][CH3:25])[CH2:36][CH2:35]1)=[O:33])([CH3:30])([CH3:28])[CH3:29]. Procedure: The title compound, colorless oil, MS: m/e=568.1 [(M+H)+], was prepared in accordance with the general method of example 11 from cis-N-(2-amino-cyclohexyl)-2-methoxy-4,6-bis-trifluoromethyl-benzamide (intermediate H) and N-tert-butoxycarbonyl-4-piperidone. Reactants: N1=CC(=CC=C1)C1=NC(=NC=C1)NC=1C=C(C(=O)O)C=CC1 (3-[[4-(3-pyridinyl)-2-pyrimidinyl]amino]-benzoic acid), C(C1=CC=CO1)N (furfurylamine), CC1=C(C=C(C(=O)O)C=C1)NC1=NC=CC(=N1)C=1C=NC=CC1 (4-methyl-3-[[4-(3-pyridinyl)-2-pyrimidinyl]amino]-benzoic acid), CC=1N=CN(C1)C=1C=C(C=C(C1)N)C(F)(F)F (5-(4-methyl-1H-imidazol-1-yl)-3-(trifluoromethyl)-benzenamine). Yields the product N1=CC(=CC=C1)C1=NC(=NC=C1)NC=1C=C(C(=O)NC2=CC(=CC(=C2)N2C=NC(=C2)C)C(F)(F)F)C=CC1 (3-[[4-(3-pyridinyl)-2-pyrimidinyl]amino]-N-[5-(4-methyl-1H-imidazol-1-yl)-3-(trifluoromethyl)phenyl]benzamide). RXN SMILES: [N:1]1[CH:6]=[CH:5][CH:4]=[C:3]([C:7]2[CH:12]=[CH:11][N:10]=[C:9]([NH:13][C:14]3[CH:15]=[C:16]([CH:20]=[CH:21][CH:22]=3)[C:17]([OH:19])=O)[N:8]=2)[CH:2]=1.CC1C=CC(C(O)=O)=CC=1NC1N=C(C2C=NC=CC=2)C=CN=1.[CH3:46][C:47]1[N:48]=[CH:49][N:50]([C:52]2[CH:53]=[C:54]([C:59]([F:62])([F:61])[F:60])[CH:55]=[C:56]([NH2:58])[CH:57]=2)[CH:51]=1.C(N)C1OC=CC=1>>[N:1]1[CH:6]=[CH:5][CH:4]=[C:3]([C:7]2[CH:12]=[CH:11][N:10]=[C:9]([NH:13][C:14]3[CH:15]=[C:16]([CH:20]=[CH:21][CH:22]=3)[C:17]([NH:58][C:56]3[CH:57]=[C:52]([N:50]4[CH:51]=[C:47]([CH3:46])[N:48]=[CH:49]4)[CH:53]=[C:54]([C:59]([F:62])([F:61])[F:60])[CH:55]=3)=[O:19])[N:8]=2)[CH:2]=1. Procedure: Utilising the procedure described in example 1, but employing 3-[[4-(3-pyridinyl)-2-pyrimidinyl]amino]-benzoic acid in lieu of 4-methyl-3-[[4-(3-pyridinyl)-2-pyrimidinyl]amino]-benzoic acid and 5-(4-methyl-1H-imidazol-1-yl)-3-(trifluoromethyl)-benzenamine in lieu of furfurylamine, afforded the title compound as as pale-yellow crystalline solid, m.p. 264–266° C. The reactants are CCCC[N+](CCCC)(CCCC)CCCC, C1CCOC1, CC(C)(C)[Si](C)(C)OC(C1CCC2(CC1)OCCO2)C(F)(F)C(F)(F)C(F)(F)F, [F-]. Yields the product OC(C1CCC2(CC1)OCCO2)C(F)(F)C(F)(F)C(F)(F)F. Reaction SMILES: [CH2:31]([N+:32]([CH2:33][CH2:34][CH2:35][CH3:36])([CH2:37][CH2:38][CH2:39][CH3:40])[CH2:41][CH2:42][CH2:43][CH3:44])[CH2:45][CH2:46][CH3:47].[CH2:48]1[O:49][CH2:50][CH2:51][CH2:52]1.[CH3:1][C:2]([CH3:3])([CH3:4])[Si:5]([O:6][CH:7]([C:8]([C:9]([C:10]([F:11])([F:12])[F:13])([F:14])[F:15])([F:16])[F:17])[CH:18]1[CH2:19][CH2:20][C:21]2([O:22][CH2:23][CH2:24][O:25]2)[CH2:26][CH2:27]1)([CH3:28])[CH3:29].[F-:30]>>[OH:6][CH:7]([C:8]([C:9]([C:10]([F:11])([F:12])[F:13])([F:14])[F:15])([F:16])[F:17])[CH:18]1[CH2:19][CH2:20][C:21]2([O:22][CH2:23][CH2:24][O:25]2)[CH2:26][CH2:27]1. Reactants: CC(Br)c1ccccc1, O=C([O-])[O-], Cc1ccc(C(=O)NC2CC2)cc1-c1ccc2c(=O)[nH]ccc2c1, [K+], [K+], CN(C)C=O. As a reaction SMILES: [Br:31][CH:32]([CH3:33])[c:34]1[cH:35][cH:36][cH:37][cH:38][cH:39]1.[C:25](=[O:26])([O-:27])[O-:28].[CH:1]1([NH:4][C:5]([c:6]2[cH:7][c:8](-[c:13]3[cH:14][c:15]4[cH:16][cH:17][nH:18][c:19](=[O:23])[c:20]4[cH:21][cH:22]3)[c:9]([CH3:12])[cH:10][cH:11]2)=[O:24])[CH2:2][CH2:3]1.[K+:29].[K+:30].[O:40]=[CH:41][N:42]([CH3:43])[CH3:44]>>[CH:1]1([NH:4][C:5]([c:6]2[cH:7][c:8](-[c:13]3[cH:14][c:15]4[cH:16][cH:17][n:18]([CH:32]([CH3:33])[c:34]5[cH:35][cH:36][cH:37][cH:38][cH:39]5)[c:19](=[O:23])[c:20]4[cH:21][cH:22]3)[c:9]([CH3:12])[cH:10][cH:11]2)=[O:24])[CH2:2][CH2:3]1. The product is Cc1ccc(C(=O)NC2CC2)cc1-c1ccc2c(=O)n(C(C)c3ccccc3)ccc2c1.